This data is from the Open Reaction Database (ORD), a public repository of structured organic reaction records. The task is: describe an organic reaction: reactants, conditions, products, and yield The reactants are C(CCC)OC=1C=C2C(C(=COC2=CC1)C=O)=O (6-Butoxy-4-oxo-4H-chromen-3-carbaldehyde), 250W, CO (methanol). The solvent is C(Cl)(Cl)(Cl)Cl (carbon tetrachloride). Conditions: time 30 minute. The product is C(CCC)OC=1C=C2C(C(=COC2=CC1)C(=O)OC)=O (Methyl 6-butoxy-4-oxo-4H-chromen-3-carboxylate). Reaction SMILES: [CH2:1]([O:5][C:6]1[CH:7]=[C:8]2[C:13](=[CH:14][CH:15]=1)[O:12][CH:11]=[C:10]([CH:16]=[O:17])[C:9]2=[O:18])[CH2:2][CH2:3][CH3:4].[CH3:19][OH:20]>C(Cl)(Cl)(Cl)Cl>[CH2:1]([O:5][C:6]1[CH:7]=[C:8]2[C:13](=[CH:14][CH:15]=1)[O:12][CH:11]=[C:10]([C:16]([O:20][CH3:19])=[O:17])[C:9]2=[O:18])[CH2:2][CH2:3][CH3:4]. Reported procedure: 6-Butoxy-4-oxo-4H-chromen-3-carbaldehyde (VI-2; 5 g, 0.02 mol) prepared by the method described in Steps 1 and 2 of the Reference Example 2 and N-bromo succinicimide (4.4 g) were refluxed in carbon tetrachloride (350 ml) for 1 h while it was irradiated externally with 250W Matsushita Electric tungsuten lamp. The mixture was allowed to cool in an ice-bath and anhydrous methanol (6 ml) was added slowly and stirred for additional 30 min. The solvent was removed under reduced pressure and the residu...